Dataset: the Open Reaction Database (ORD), a public repository of structured organic reaction records. Task: describe an organic reaction: reactants, conditions, products, and yield The reactants are Cl, CC(C)(CO)n1cnc2c(N)nc3ccccc3c21. Product: Nc1nc2ccccc2c2[nH]cnc12. Reaction SMILES: [ClH:20].[NH2:1][c:2]1[n:3][c:4]2[cH:5][cH:6][cH:7][cH:8][c:9]2[c:10]2[c:11]1[n:12][cH:13][n:14]2[C:15]([CH3:16])([CH3:17])[CH2:18][OH:19]>>[NH2:1][c:2]1[n:3][c:4]2[cH:5][cH:6][cH:7][cH:8][c:9]2[c:10]2[c:11]1[n:12][cH:13][nH:14]2.